Dataset: the Open Reaction Database (ORD), a public repository of structured organic reaction records. Task: describe an organic reaction: reactants, conditions, products, and yield Starting materials: B(Cl)(Cl)Cl (BCl3), COC1=CC=C2CCC(CC2=C1)OC(C)=O (acetic acid 7-methoxy-1,2,3,4-tetrahydro-naphthalen-2-yl ester). Reagents/catalysts: [N+](CCCC)(CCCC)(CCCC)CCCC.[I-] (Bu4NI). Run in C(Cl)Cl (DCM). Reaction conditions: temperature -78 celsius. Product: OC1=CC=C2CCC(CC2=C1)OC(C)=O (acetic acid 7-hydroxy-1,2,3,4-tetrahydronaphthalen-2-yl ester). As a reaction SMILES: B(Cl)(Cl)Cl.C[O:6][C:7]1[CH:16]=[C:15]2[C:10]([CH2:11][CH2:12][CH:13]([O:17][C:18](=[O:20])[CH3:19])[CH2:14]2)=[CH:9][CH:8]=1>[N+](CCCC)(CCCC)(CCCC)CCCC.[I-].C(Cl)Cl>[OH:6][C:7]1[CH:16]=[C:15]2[C:10]([CH2:11][CH2:12][CH:13]([O:17][C:18](=[O:20])[CH3:19])[CH2:14]2)=[CH:9][CH:8]=1 |f:2.3|. Reported procedure: BCl3 (1 M in DCM, 56 mL) is added to a mixture of acetic acid 7-methoxy-1,2,3,4-tetrahydro-naphthalen-2-yl ester (4.94 g, 22.5 mmol) and Bu4NI (10.8 g, 29.2 mmol) in DCM (112 mL) at −78° C. The mixture is stirred at −78° C. and then warmed to room temperature over 1 h. The mixture is partitioned between EtOAc and ice-cold brine. The organic layer is dried over MgSO4, concentrated and chromatographed to afford acetic acid 7-hydroxy-1,2,3,4-tetrahydronaphthalen-2-yl ester as a yellow oil, which up... Starting materials: C, COc1c(NC(=O)OCc2ccccc2)ccc2c1c(-c1ccc3ccccc3c1)nn2C(c1ccccc1)(c1ccccc1)c1ccccc1, CCOC(C)=O, CO, [Pd]. Product: COc1c(N)ccc2c1c(-c1ccc3ccccc3c1)nn2C(c1ccccc1)(c1ccccc1)c1ccccc1. Reaction SMILES: [C:60].[CH2:1]([O:2][C:3](=[O:4])[NH:10][c:11]1[c:12]([O:49][CH3:50])[c:13]2[c:14](-[c:39]3[cH:40][c:41]4[cH:42][cH:43][cH:44][cH:45][c:46]4[cH:47][cH:48]3)[n:15][n:16]([C:20]([c:21]3[cH:22][cH:23][cH:24][cH:25][cH:26]3)([c:27]3[cH:28][cH:29][cH:30][cH:31][cH:32]3)[c:33]3[cH:34][cH:35][cH:36][cH:37][cH:38]3)[c:17]2[cH:18][cH:19]1)[c:5]1[cH:6][cH:7][cH:8][cH:9][cH:51]1.[CH3:52][CH2:53][O:54][C:55](=[O:56])[CH3:57].[CH3:58][OH:59].[Pd:61]>>[NH2:10][c:11]1[c:12]([O:49][CH3:50])[c:13]2[c:14](-[c:39]3[cH:40][c:41]4[cH:42][cH:43][cH:44][cH:45][c:46]4[cH:47][cH:48]3)[n:15][n:16]([C:20]([c:21]3[cH:22][cH:23][cH:24][cH:25][cH:26]3)([c:27]3[cH:28][cH:29][cH:30][cH:31][cH:32]3)[c:33]3[cH:34][cH:35][cH:36][cH:37][cH:38]3)[c:17]2[cH:18][cH:19]1. Reactants: [BH4-], CO, [Na+], N#Cc1ccc(N2CCC(=O)CC2)cc1, O. Reaction SMILES: [BH4-:16].[CH3:19][OH:20].[Na+:17].[O:1]=[C:2]1[CH2:3][CH2:4][N:5]([c:8]2[cH:9][cH:10][c:11]([C:12]#[N:13])[cH:14][cH:15]2)[CH2:6][CH2:7]1.[OH2:18]>>[OH:1][CH:2]1[CH2:3][CH2:4][N:5]([c:8]2[cH:9][cH:10][c:11]([C:12]#[N:13])[cH:14][cH:15]2)[CH2:6][CH2:7]1. Product: N#Cc1ccc(N2CCC(O)CC2)cc1.